This data is from the Open Reaction Database (ORD), a public repository of structured organic reaction records. The task is: describe an organic reaction: reactants, conditions, products, and yield Starting materials: C(C)(C)N(CC)C(C)C (diisopropylethylamine), C(#C)C1=CC=NC=2NC3=CC=C(C=C3C21)C2=CC=C(C=C2)N2CCN(CC2)C (4-ethynyl-6-(4-(4-methylpiperazin-1-yl)phenyl)-9H-pyrido[2,3-b]indole), solution, N(=[N+]=[N-])CC1=CC=C(C=C1)C (1-(azidomethyl)-4-methylbenzene). Reagents/catalysts: [Cu]I (CuI). Run in CN(C)C=O (DMF). Run at time 15 hour. Yields the product CC1=CC=C(CN2N=NC(=C2)C2=CC=NC=3NC4=CC=C(C=C4C32)C3=CC=C(C=C3)N3CCN(CC3)C)C=C1 (4-(1-(4-methylbenzyl)-1H-1,2,3-triazol-4-yl)-6-(4-(4-methylpiperazin-1-yl)phenyl)-9H-pyrido[2,3-b]indole). The yield is 66.0%. As a reaction SMILES: [C:1]([C:3]1[C:15]2[C:14]3[C:9](=[CH:10][CH:11]=[C:12]([C:16]4[CH:21]=[CH:20][C:19]([N:22]5[CH2:27][CH2:26][N:25]([CH3:28])[CH2:24][CH2:23]5)=[CH:18][CH:17]=4)[CH:13]=3)[NH:8][C:7]=2[N:6]=[CH:5][CH:4]=1)#[CH:2].[N:29]([CH2:32][C:33]1[CH:38]=[CH:37][C:36]([CH3:39])=[CH:35][CH:34]=1)=[N+:30]=[N-:31].C(N(C(C)C)CC)(C)C>CN(C=O)C.[Cu]I>[CH3:39][C:36]1[CH:35]=[CH:34][C:33]([CH2:32][N:29]2[CH:2]=[C:1]([C:3]3[C:15]4[C:14]5[C:9](=[CH:10][CH:11]=[C:12]([C:16]6[CH:17]=[CH:18][C:19]([N:22]7[CH2:23][CH2:24][N:25]([CH3:28])[CH2:26][CH2:27]7)=[CH:20][CH:21]=6)[CH:13]=5)[NH:8][C:7]=4[N:6]=[CH:5][CH:4]=3)[N:31]=[N:30]2)=[CH:38][CH:37]=1. Procedure: To a solution of 4-ethynyl-6-(4-(4-methylpiperazin-1-yl)phenyl)-9H-pyrido[2,3-b]indole (example 44, 26.1 mg, 0.071 mmol) in 1.4 mL of anhydrous DMF (C=0.05M), was added CuI (2 mg, 0.15 eq) and 185 μL of a 0.5M solution of 1-(azidomethyl)-4-methylbenzene (1.3 eq). Then, diisopropylethylamine (82 μL, 7 eq) was introduced. The reaction mixture was stirred at room temperature for 15 h. The mixture was then hydrolysed with water (30 mL) The aqueous layer was extracted with AcOEt (4×15 mL). The combin... The reactants are FC(C=1C=C(C=C(C1)C(F)(F)F)[C@@H]1[C@@H](N(C(O1)=O)CC1=NC(=NC=C1Br)SC)C)(F)F ((4S,5R)-5-[3,5-bis(trifluoromethyl)phenyl]-3-{[5-bromo-2-(methylsulfanyl)pyrimidin-4-yl]methyl}-4-methyl-1,3-oxazolidin-2-one), FC(C=1C=C(C=C(C1)C(F)(F)F)[C@@H]1[C@@H](N(C(O1)=O)CC1=NC(=NC=C1Br)SC)C)(F)F ((4S,5R)-5-[3,5-bis(trifluoromethyl)phenyl]-3-{[5-bromo-2-(methylsulfanyl)pyrimidin-4-yl]methyl}-4-methyl-1,3-oxazolidin-2-one), COC(C)(C)C (t-butyl methyl ether), S(=O)(=O)(O[O-])[O-].[K+].[K+] (potassium peroxymonosulfate). The solvent is C(C)#N (acetonitrile), O (water), O (water). Conditions: time 14 hour. Product: FC(C=1C=C(C=C(C1)C(F)(F)F)[C@@H]1[C@@H](N(C(O1)=O)CC1=NC(=NC=C1Br)S(=O)(=O)C)C)(F)F ((4S,5R)-5-[3,5-Bis(trifluoromethyl)phenyl]-3-{[5-bromo-2-(methylsulfonyl)pyrimidin-4-yl]methyl}-4-methyl-1,3-oxazolidin-2-one). The yield is 96.0%. As a reaction SMILES: [F:1][C:2]([F:31])([F:30])[C:3]1[CH:4]=[C:5]([C@H:13]2[O:17][C:16](=[O:18])[N:15]([CH2:19][C:20]3[C:25]([Br:26])=[CH:24][N:23]=[C:22](SC)[N:21]=3)[C@H:14]2[CH3:29])[CH:6]=[C:7]([C:9]([F:12])([F:11])[F:10])[CH:8]=1.[S:32]([O-:37])(O[O-])(=O)=[O:33].[K+].[K+].[CH3:40]OC(C)(C)C>C(#N)C.O>[F:12][C:9]([F:10])([F:11])[C:7]1[CH:6]=[C:5]([C@H:13]2[O:17][C:16](=[O:18])[N:15]([CH2:19][C:20]3[C:25]([Br:26])=[CH:24][N:23]=[C:22]([S:32]([CH3:40])(=[O:37])=[O:33])[N:21]=3)[C@H:14]2[CH3:29])[CH:4]=[C:3]([C:2]([F:1])([F:31])[F:30])[CH:8]=1 |f:1.2.3|. Procedure details: To a suspension of (4S,5R)-5-[3,5-bis(trifluoromethyl)phenyl]-3-{[5-bromo-2-(methylsulfanyl)pyrimidin-4-yl]methyl}-4-methyl-1,3-oxazolidin-2-one (INTERMEDIATE 8, 10 g, 18.86 mmol) in acetonitrile (25 mL) and water (25 mL) was added potassium peroxymonosulfate (27.8 g, 45.3 mmol). After it was stirred at room for 14 hours, LCMS showed complete conversion of the starting material. It was distributed between water (200 mL) and t-butyl methyl ether (300 mL). The organic layer was washed with water (...